This data is from the Open Reaction Database (ORD), a public repository of structured organic reaction records. The task is: describe an organic reaction: reactants, conditions, products, and yield Starting materials: COC(C1=CC=C(C=C1)\C=C\C(=O)C1=C(C=C(C=C1)Cl)NC1=NC=CC=C1)=O (4-{(E)-3-[4-chloro-2-(pyridin-2-ylamino)-phenyl]-3-oxo-propenyl}-benzoic acid methyl ester), [H][H] (hydrogen). The reagents and catalysts are [Pt](=O)=O (platinum (IV) oxide). Solvent: CO (methanol). Yields the product COC(C1=CC=C(C=C1)CCC(=O)C1=C(C=C(C=C1)Cl)NC1=NC=CC=C1)=O (4-{3-[4-chloro-2-(pyridin-2-ylamino)-phenyl]-3-oxo-propyl}-benzoic acid methyl ester). Yield: 100.8%. RXN SMILES: [CH3:1][O:2][C:3](=[O:28])[C:4]1[CH:9]=[CH:8][C:7](/[CH:10]=[CH:11]/[C:12]([C:14]2[CH:19]=[CH:18][C:17]([Cl:20])=[CH:16][C:15]=2[NH:21][C:22]2[CH:27]=[CH:26][CH:25]=[CH:24][N:23]=2)=[O:13])=[CH:6][CH:5]=1.[H][H]>CO.[Pt](=O)=O>[CH3:1][O:2][C:3](=[O:28])[C:4]1[CH:9]=[CH:8][C:7]([CH2:10][CH2:11][C:12]([C:14]2[CH:19]=[CH:18][C:17]([Cl:20])=[CH:16][C:15]=2[NH:21][C:22]2[CH:27]=[CH:26][CH:25]=[CH:24][N:23]=2)=[O:13])=[CH:6][CH:5]=1. Reported procedure: A mixture of 4-{(E)-3-[4-chloro-2-(pyridin-2-ylamino)-phenyl]-3-oxo-propenyl}-benzoic acid methyl ester (287 mg, 731 μmol) in methanol (12.2 mL) at 25° C. was treated with platinum (IV) oxide (8.3 mg, 36.5 μmol). The reaction was stirred under a balloon of hydrogen gas at 25° C. for 18 h. At this time, the reaction was filtered through a pad of Celite® to remove the catalyst. The Celite® was rinsed with a 10% solution of methanol/methylene chloride (2×30 mL). The filtrate was concentrated in vac... Yields the product C[Si](C)(C)CCOCn1cc(-c2ccc(NN)nn2)cn1. The reactants are CCO, C[Si](C)(C)CCOCn1cc(-c2ccc(Cl)nn2)cn1, NN, O. Reaction SMILES: [CH3:24][CH2:25][OH:26].[Cl:1][c:2]1[n:3][n:4][c:5](-[c:8]2[cH:9][n:10][n:11]([CH2:13][O:14][CH2:15][CH2:16][Si:17]([CH3:18])([CH3:19])[CH3:20])[cH:12]2)[cH:6][cH:7]1.[NH2:22][NH2:23].[OH2:21]>>[c:2]1([NH:22][NH2:23])[n:3][n:4][c:5](-[c:8]2[cH:9][n:10][n:11]([CH2:13][O:14][CH2:15][CH2:16][Si:17]([CH3:18])([CH3:19])[CH3:20])[cH:12]2)[cH:6][cH:7]1. Reactants: S1C2=C(C=C1)C=CC=C2 (benzo[B]thiophene), [Li]CCCC (n-BuLi), O (water), ClB(C1CCCC1)Cl (dichlorocyclopentylborane). Solvent: CCOCC (ether). Reaction conditions: temperature -90 celsius. Yields the product S1C2=C(C=C1[Li])C=CC=C2 (2-benzo[B]thienyllithium). Reaction SMILES: [S:1]1[CH:5]=[CH:4][C:3]2[CH:6]=[CH:7][CH:8]=[CH:9][C:2]1=2.[Li:10]CCCC.ClB(Cl)C1CCCC1.O>CCOCC>[S:1]1[C:5]([Li:10])=[CH:4][C:3]2[CH:6]=[CH:7][CH:8]=[CH:9][C:2]1=2. Procedure details: A dry 100 mL round-bottomed flask equipped with a mechanical stirrer, a reflux condenser, a low temperature thermometer and a silicone rubber septum was flushed with argon. 2-benzo[B]thienyllithium was prepared in situ from 1.1 g of benzo[B]thiophene (8.21 mmol) and 3.3 mL of 2.5 m solution of n-BuLi (in hexanes) in 20 mL of ether. The mixture was cooled to -90° C. and the solution of dichlorocyclopentylborane obtained in step 1 was added over 10 min while stirring was maintained. The mixture wa... Reactants: C=CCC(CC(=O)OCC)O[Si](C)(C)C(C)(C)C, CO, [K+], [OH-]. Yields the product C=CCC(CC(=O)O)O[Si](C)(C)C(C)(C)C. RXN SMILES: [C:1]([CH3:2])([CH3:3])([CH3:4])[Si:5]([O:6][CH:7]([CH2:8][C:9](=[O:10])[O:11][CH2:12][CH3:13])[CH2:14][CH:15]=[CH2:16])([CH3:17])[CH3:18].[CH3:21][OH:22].[K+:20].[OH-:19]>>[C:1]([CH3:2])([CH3:3])([CH3:4])[Si:5]([O:6][CH:7]([CH2:8][C:9](=[O:10])[OH:11])[CH2:14][CH:15]=[CH2:16])([CH3:17])[CH3:18]. Starting materials: CC1=CC[C@@H](CC1)C=O ((1R)-4-Methyl-3-cyclohexene-1-carboxaldehyde), C(C)[Mg]Br (ethylmagnesium bromide), C[N+]1(CCOCC1)[O-] (4-methylmorpholine N-oxide). The reagents and catalysts are [Ru](=O)(=O)(=O)[O-].C(CC)[N+](CCC)(CCC)CCC (tetrapropylammonium perruthenate). Product: CC1=CC[C@@H](CC1)C(CC)=O (1-[(1R)-4-methylcyclohex-3-en-1-yl]-propan-1-one). RXN SMILES: [CH3:1][C:2]1[CH2:7][CH2:6][C@@H:5]([CH:8]=[O:9])[CH2:4][CH:3]=1.[CH2:10]([Mg]Br)[CH3:11].C[N+]1([O-])CCOCC1>[Ru]([O-])(=O)(=O)=O.C([N+](CCC)(CCC)CCC)CC>[CH3:1][C:2]1[CH2:7][CH2:6][C@@H:5]([C:8](=[O:9])[CH2:10][CH3:11])[CH2:4][CH:3]=1 |f:3.4|. Procedure: (1R)-4-Methyl-3-cyclohexene-1-carboxaldehyde was treated with ethylmagnesium bromide followed by tetrapropylammonium perruthenate and 4-methylmorpholine N-oxide to afford 1-[(1R)-4-methylcyclohex-3-en-1-yl]-propan-1-one; [α]D=+41.3 (c=1.0, CHCl3). The product was identical in all respects to the title compound.